Dataset: the Open Reaction Database (ORD), a public repository of structured organic reaction records. Task: describe an organic reaction: reactants, conditions, products, and yield Reactants: ClC1=CC=C2C=C(N(C2=C1)C1=CC(=CC=C1)F)C(=O)OCC (ethyl 6-chloro-1-(3-fluorophenyl)-1H-indole-2-carboxylate), [AlH4-].[Li+] (Lithium tetrahydroaluminate). Solvent: O1CCCC1 (tetrahydrofuran), O1CCCC1 (tetrahydrofuran). Run at time 1 hour. The product is ClC1=CC=C2C=C(N(C2=C1)C1=CC(=CC=C1)F)CO ([6-Chloro-1-(3-fluorophenyl)-1H-indol-2-yl]methanol). Yield: 101.2%. RXN SMILES: [Cl:1][C:2]1[CH:10]=[C:9]2[C:5]([CH:6]=[C:7]([C:18](OCC)=[O:19])[N:8]2[C:11]2[CH:16]=[CH:15][CH:14]=[C:13]([F:17])[CH:12]=2)=[CH:4][CH:3]=1.[AlH4-].[Li+]>O1CCCC1>[Cl:1][C:2]1[CH:10]=[C:9]2[C:5]([CH:6]=[C:7]([CH2:18][OH:19])[N:8]2[C:11]2[CH:16]=[CH:15][CH:14]=[C:13]([F:17])[CH:12]=2)=[CH:4][CH:3]=1 |f:1.2|. Reported procedure: A solution of ethyl 6-chloro-1-(3-fluorophenyl)-1H-indole-2-carboxylate (0.60 g, 1.9 mmol) in tetrahydrofuran (10 mL) was cooled at −78° C. Lithium tetrahydroaluminate (1 M) in tetrahydrofuran (6.0 mL, 6.0 mmol) was added dropwise and the resulting mixture was stirred at this temperature for 1 hour. The reaction was quenched by the addition of water (0.12 mL) and stirred for 10 minutes, warmed up to room temperature, followed by the addition of 5% aqueous NaOH solution (0.12 mL) with stirring fo... The solvent is CC(C)O (2-propanol). Isolated yield 61.0%. Reaction SMILES: [CH:1](=O)[C:2]1[O:6][CH:5]=[CH:4][CH:3]=1.[CH3:8][C:9](=[O:14])[CH2:10][C:11](=[O:13])[CH3:12].C([O-])(=O)C.[NH4+]>CC(O)C>[C:11]([C:10](=[CH:1][C:2]1[O:6][CH:5]=[CH:4][CH:3]=1)[C:9](=[O:14])[CH3:8])(=[O:13])[CH3:12] |f:2.3|. Yields the product C(C)(=O)C(C(C)=O)=CC=1OC=CC1 (3-Acetyl-4-(2-furyl)-3-buten-2-one). Reported procedure: A solution containing 2.9g of furfural, 5.0 g of 2,4-pentanedione and 1 g of ammonium acetate in 25ml of 2-propanol was refluxed for 3 h. The solvent was evaporated in vacuo and the residue was purified by using column chromatography. Yellowish oil, yield 61%. Reactants: C(C1=CC=CO1)=O (furfural), CC(CC(C)=O)=O (2,4-pentanedione), C(C)(=O)[O-].[NH4+] (ammonium acetate).